From a dataset of the Open Reaction Database (ORD), a public repository of structured organic reaction records. describe an organic reaction: reactants, conditions, products, and yield The reactants are ClCCOC1=C(C=C2C(=C(C=NC2=C1)C#N)O)OC (7-(2-Chloro-ethoxy)-4-hydroxy-6-methoxy-quinoline-3-carbonitrile), C(C(=O)Cl)(=O)Cl (oxalyl chloride), CN(C=O)C (dimethylformamide). Solvent: C(Cl)Cl (methylene chloride). Yields the product ClCCOC1=C(C=C2C(=C(C=NC2=C1)C#N)Cl)OC (7-(2-Chloro-ethoxy)-4-chloro-6-methoxy-quinoline-3-carbonitrile). Isolated yield 70.4%. As a reaction SMILES: [Cl:1][CH2:2][CH2:3][O:4][C:5]1[CH:14]=[C:13]2[C:8]([C:9](O)=[C:10]([C:15]#[N:16])[CH:11]=[N:12]2)=[CH:7][C:6]=1[O:18][CH3:19].C(Cl)(=O)C([Cl:23])=O.CN(C)C=O>C(Cl)Cl>[Cl:1][CH2:2][CH2:3][O:4][C:5]1[CH:14]=[C:13]2[C:8]([C:9]([Cl:23])=[C:10]([C:15]#[N:16])[CH:11]=[N:12]2)=[CH:7][C:6]=1[O:18][CH3:19]. Reported procedure: A solution of 8 g (28.7 mmol) of 7-(2-Chloro-ethoxy)-4-hydroxy-6-methoxy-quinoline-3-carbonitrile and 18.2 g (143.5 mmol) of oxalyl chloride in 80 ml of methylene chloride containing 0.26 g of dimethylformamide was stirred at reflux for 2.5 hr. The solvent was removed. The residue was mixed with cold dilute sodium hydroxide and extracted several time with ethyl acetate and tetrahydrofuran. The combined extracts were dried over magnesium sulfate and the solution was passed through a short silica ... Starting materials: ClCCCC1(CC=CCC1C1=CC=CC=C1)C(=O)OCC (Ethyl 1-(3-chloropropyl)-6-phenyl-3-cyclohexene-1-carboxylate), N1CCCCC1 (piperidine). Solvent: CN(C=O)C (DMF), CN(C=O)C (dimethylformamide). Run at temperature 50 celsius, time 16 hour. Product: N1(CCCCC1)CCCC1(CC=CCC1C1=CC=CC=C1)C(=O)OCC (ethyl 1-[3-(1-piperidinyl)propyl]-6-phenyl-3-cyclohexene-1-carboxylate). The yield is 90.0%. Reaction SMILES: Cl[CH2:2][CH2:3][CH2:4][C:5]1([C:17]([O:19][CH2:20][CH3:21])=[O:18])[CH:10]([C:11]2[CH:16]=[CH:15][CH:14]=[CH:13][CH:12]=2)[CH2:9][CH:8]=[CH:7][CH2:6]1.[NH:22]1[CH2:27][CH2:26][CH2:25][CH2:24][CH2:23]1>CN(C)C=O>[N:22]1([CH2:2][CH2:3][CH2:4][C:5]2([C:17]([O:19][CH2:20][CH3:21])=[O:18])[CH:10]([C:11]3[CH:16]=[CH:15][CH:14]=[CH:13][CH:12]=3)[CH2:9][CH:8]=[CH:7][CH2:6]2)[CH2:27][CH2:26][CH2:25][CH2:24][CH2:23]1. Procedure details: Ethyl 1-(3-chloropropyl)-6-phenyl-3-cyclohexene-1-carboxylate (6.35 g, 20.7 mmol) was dissolved in 50 ml of dimethylformamide (DMF) to which piperidine (10 equiv, 15 ml) was added. The contents were stirred under N2 at 50° C. for 16 hrs. The reaction was allowed to cool to ambient temperature, whereupon the DMF was removed on the rotovap at 3 mm pressure. To the residue was added 200 ml of ethyl ether and the organic material was washed three times with 100 ml of water. The organic fraction was ... Starting materials: ClC1=C(C=NC2=CC=C(N=C12)Cl)C(C)=O (1-(4,6-dichloro-1,5-naphthyridin-3-yl)ethanone), CN(CCOC1=CC=C(C=N1)N)C (6-[2-(dimethylamino)ethoxy]pyridin-3-amine). The product is ClC=1N=C2C(=C(C=NC2=CC1)C(C)=O)NC=1C=NC(=CC1)OCCN(C)C (1-(6-Chloro-4-{6-[2-(dimethylamino)ethoxy]pyridin-3-ylamino}-1,5-naphthyridin-3-yl)ethanone). Isolated yield 43.8%. As a reaction SMILES: Cl[C:2]1[C:11]2[C:6](=[CH:7][CH:8]=[C:9]([Cl:12])[N:10]=2)[N:5]=[CH:4][C:3]=1[C:13](=[O:15])[CH3:14].[CH3:16][N:17]([CH3:28])[CH2:18][CH2:19][O:20][C:21]1[N:26]=[CH:25][C:24]([NH2:27])=[CH:23][CH:22]=1>>[Cl:12][C:9]1[N:10]=[C:11]2[C:6](=[CH:7][CH:8]=1)[N:5]=[CH:4][C:3]([C:13](=[O:15])[CH3:14])=[C:2]2[NH:27][C:24]1[CH:25]=[N:26][C:21]([O:20][CH2:19][CH2:18][N:17]([CH3:28])[CH3:16])=[CH:22][CH:23]=1. Reported procedure: Following general procedure I, 1-(4,6-dichloro-1,5-naphthyridin-3-yl)ethanone (170 mg, 0.71 mmol) was reacted with 6-[2-(dimethylamino)ethoxy]pyridin-3-amine (160 mg, 0.90 mmol) to afford the desired product (120 mg, 44%) as a light brown solid: 1H NMR (500 MHz, CDCl3) δ 11.63 (br s, 1H), 9.08 (s, 1H), 8.11 (d, J=8.8 Hz, 1H), 7.99 (d, J=2.7 Hz, 1H), 7.47 (d, J=8.7 Hz, 1H), 7.41 (dd, J=8.8, 2.8 Hz, 1H), 6.80 (d, J=8.7 Hz, 1H), 4.46 (t, J=5.6 Hz, 2H), 2.76 (t, J=5.6 Hz, 2H), 2.74 (s, 3H), 2.36 (s,...